Task: describe an organic reaction: reactants, conditions, products, and yield. Dataset: the Open Reaction Database (ORD), a public repository of structured organic reaction records The reactants are C=CCN(CC=C)S(=O)(=O)c1ccc(C)cc1, ClCCl, [PH4+]. Yields the product Cc1ccc(S(=O)(=O)N2CC=CC2)cc1. As a reaction SMILES: [CH2:1]([CH:2]=[CH2:3])[N:4]([S:5](=[O:6])(=[O:7])[c:8]1[cH:9][cH:10][c:11]([CH3:14])[cH:12][cH:13]1)[CH2:15][CH:16]=[CH2:17].[Cl:19][CH2:20][Cl:21].[PH4+:18]>>[CH2:1]1[N:4]([S:5](=[O:6])(=[O:7])[c:8]2[cH:9][cH:10][c:11]([CH3:14])[cH:12][cH:13]2)[CH2:15][CH:16]=[CH:17]1. Reactants: NC(NCCCCN)=N (Agmatine), [N+](=O)(O)[O-].NC(NCCCCN)=N (Agmatine Nitrate), [N+](=O)(O)[O-] (nitric acid). Solvent: O (water). Yields the product [N+](=O)(O)[O-].[N+](=O)(O)[O-].NC(NCCCCN)=N (Agmatine Dinitrate), [N+](=O)(O)[O-].[N+](=O)(O)[O-].[N+](=O)(O)[O-].NC(NCCCCN)=N (Agmatine Trinitrate). RXN SMILES: [N+:1]([O-:4])([OH:3])=[O:2].[NH2:5][C:6](=[NH:13])[NH:7][CH2:8][CH2:9][CH2:10][CH2:11][NH2:12].[N+:14]([O-:17])([OH:16])=[O:15].[NH2:18][C:19](=[NH:26])[NH:20][CH2:21][CH2:22][CH2:23][CH2:24][NH2:25]>O>[N+:1]([O-:4])([OH:3])=[O:2].[N+:14]([O-:17])([OH:16])=[O:15].[NH2:13][C:6](=[NH:5])[NH:7][CH2:8][CH2:9][CH2:10][CH2:11][NH2:12].[N+:1]([O-:4])([OH:3])=[O:2].[N+:1]([O-:4])([OH:3])=[O:2].[N+:1]([O-:4])([OH:3])=[O:2].[NH2:26][C:19](=[NH:18])[NH:20][CH2:21][CH2:22][CH2:23][CH2:24][NH2:25] |f:0.1,5.6.7,8.9.10.11|. Procedure details: Applicants have cost-effectively synthesized Agmatine Nitrate by combining nitric acid and Agmatine, mixing with water, and leaving to crystallize. Further nitratization can take place, yielding Agmatine Dinitrate or Agmatine Trinitrate. An alternative implementation comprises using Nitrous Acid (HNO2) instead of Nitric Acid (HNO3), thus yielding Agmatine Nitrite. Agmatine Nitrite has the same effects as Agmatine Nitrate, the only difference being that it requires one less step to yield Nitric O... RXN SMILES: [Br-:10].[CH3:24][C:25](=[O:26])[OH:27].[I:1][c:2]1[c:3]([NH2:4])[cH:5][cH:6][cH:7][cH:8]1.[K+:9].[Na+:11].[Na+:12].[OH2:23].[OH:13][B-:14]1([OH:22])[O:15][O:16][B-:17]([OH:18])([OH:19])[O:20][O:21]1>>[I:1][c:2]1[c:3]([NH:4][Br:10])[cH:5][cH:6][cH:7][cH:8]1. Product: BrNc1ccccc1I. The reactants are [Br-], CC(=O)O, Nc1ccccc1I, [K+], [Na+], [Na+], O, O[B-]1(O)OO[B-](O)(O)OO1. Starting materials: BrC1=CC=C(C(=O)OC(C)(C)C)C=C1 (tert-butyl 4-bromobenzoate), C(C)(=O)NC1=CC(=C(C(=O)OC)C=C1C)C (methyl 4-(acetylamino)-2,5-dimethylbenzoate), CC(C)([O-])C.[Na+] (sodium tert-butoxide), C1COCCOCCOCCOCCOCCO1 (18-crown-6), O1C(CCCC1)N1N=CC2=CC(=CC=C12)N (1-(2-tetrahydropyranyl)-1H-indazol-5-amine), tris(dibenzylideneacetone)(chloroform) dipalladium(0), C1=CC=C(C=C1)P(C2=CC=CC=C2)C3=C(C4=CC=CC=C4C=C3)C5=C(C=CC6=CC=CC=C65)P(C7=CC=CC=C7)C8=CC=CC=C8 ((S)-2,2′-bis(diphenylphophino)-1,1′-binaphthyl). Run in C(C)OCC (diethyl ether), C1(=CC=CC=C1)C (toluene). Reaction conditions: time 8 hour. Product: O1C(CCCC1)N1N=CC2=CC(=CC=C12)NC1=CC=C(C(=O)OC(C)(C)C)C=C1 (tert-butyl 4-{1-(2-tetrahydropyranyl)-1H-indazol-5-ylamino}benzoate). Yield: 55.4%. Reaction SMILES: Br[C:2]1[CH:14]=[CH:13][C:5]([C:6]([O:8][C:9]([CH3:12])([CH3:11])[CH3:10])=[O:7])=[CH:4][CH:3]=1.C1OCCOCCOCCOCCOCCOC1.[O:33]1[CH2:38][CH2:37][CH2:36][CH2:35][CH:34]1[N:39]1[C:47]2[C:42](=[CH:43][C:44]([NH2:48])=[CH:45][CH:46]=2)[CH:41]=[N:40]1.C(NC1C(C)=CC(C(OC)=O)=C(C)C=1)(=O)C.CC(C)([O-])C.[Na+].C1C=CC(P(C2C=CC3C(=CC=CC=3)C=2C2C3C(=CC=CC=3)C=CC=2P(C2C=CC=CC=2)C2C=CC=CC=2)C2C=CC=CC=2)=CC=1>C(OCC)C.C1(C)C=CC=CC=1>[O:33]1[CH2:38][CH2:37][CH2:36][CH2:35][CH:34]1[N:39]1[C:47]2[C:42](=[CH:43][C:44]([NH:48][C:2]3[CH:14]=[CH:13][C:5]([C:6]([O:8][C:9]([CH3:12])([CH3:11])[CH3:10])=[O:7])=[CH:4][CH:3]=3)=[CH:45][CH:46]=2)[CH:41]=[N:40]1 |f:4.5|. Procedure: In a two-necked flask the inner atmosphere of which had been replaced with nitrogen were placed tert-butyl 4-bromobenzoate (2.57 mg, 1.00 mmol), toluene (2 ml), 18-crown-6 (380 mg, 1.40 mmol), the 1-(2-tetrahydropyranyl)-1H-indazol-5-amine (261 mg, 1.23 mmol) obtained in Example 317, (e) and sodium tert-butoxide (135 mg, 1.40 mmol) in that order. After the inner atmosphere of the flask was replaced with nitrogen again, tris(dibenzylideneacetone)(chloroform) dipalladium(0) (52 mg, 0.050 mmol) and... The reactants are [Br-], O=c1cc(NC2CCN(CC=Cc3ccccc3)CC2)c2cc(Br)ccc2o1, CCCC[Zn+], C1CCOC1, [Cu]I, N#N. The product is CCCCc1ccc2oc(=O)cc(NC3CCN(CC=Cc4ccccc4)CC3)c2c1. Reaction SMILES: [Br-:31].[Br:3][c:4]1[cH:5][c:6]2[c:7]([NH:15][CH:16]3[CH2:17][CH2:18][N:19]([CH2:22][CH:23]=[CH:24][c:25]4[cH:26][cH:27][cH:28][cH:29][cH:30]4)[CH2:20][CH2:21]3)[cH:8][c:9](=[O:14])[o:10][c:11]2[cH:12][cH:13]1.[CH2:32]([CH2:33][CH2:34][CH3:35])[Zn+:36].[CH2:37]1[O:38][CH2:39][CH2:40][CH2:41]1.[Cu:42][I:43].[N:1]#[N:2]>>[c:4]1([CH2:32][CH2:33][CH2:34][CH3:35])[cH:5][c:6]2[c:7]([NH:15][CH:16]3[CH2:17][CH2:18][N:19]([CH2:22][CH:23]=[CH:24][c:25]4[cH:26][cH:27][cH:28][cH:29][cH:30]4)[CH2:20][CH2:21]3)[cH:8][c:9](=[O:14])[o:10][c:11]2[cH:12][cH:13]1. The reactants are [OH-].[Na+] (sodium hydroxide), C(C1=CC=CC=C1)OC=1C=C(C=C(C1)OCC1=CC=CC=C1)\C(=C/C(=O)OCC)\C (ethyl 3-(3,5-dibenzyloxyphenyl)crotonate), [H-].[Al+3].[Li+].[H-].[H-].[H-] (lithium aluminum hydride), [Cl-].[Al+3].[Cl-].[Cl-] (Aluminum chloride). The solvent is O (water), O (Water), CCOCC (ether), CCOCC (ether). The product is C(C1=CC=CC=C1)OC=1C=C(C=C(C1)OCC1=CC=CC=C1)C(CCO)C (3-(3,5-Dibenzyloxyphenyl)-1-butanol). Reaction SMILES: [CH2:1]([O:8][C:9]1[CH:10]=[C:11](/[C:23](/[CH3:30])=[CH:24]\[C:25](OCC)=[O:26])[CH:12]=[C:13]([O:15][CH2:16][C:17]2[CH:22]=[CH:21][CH:20]=[CH:19][CH:18]=2)[CH:14]=1)[C:2]1[CH:7]=[CH:6][CH:5]=[CH:4][CH:3]=1.[H-].[Al+3].[Li+].[H-].[H-].[H-].[Cl-].[Al+3].[Cl-].[Cl-].[OH-].[Na+]>CCOCC.O>[CH2:16]([O:15][C:13]1[CH:12]=[C:11]([CH:23]([CH3:30])[CH2:24][CH2:25][OH:26])[CH:10]=[C:9]([O:8][CH2:1][C:2]2[CH:7]=[CH:6][CH:5]=[CH:4][CH:3]=2)[CH:14]=1)[C:17]1[CH:18]=[CH:19][CH:20]=[CH:21][CH:22]=1 |f:1.2.3.4.5.6,7.8.9.10,11.12|. Procedure details: A solution of ethyl 3-(3,5-dibenzyloxyphenyl)crotonate (24.1 g., 60 mM) in ether (250 ml.) is added to a mixture of lithium aluminum hydride (3.42 g., 90 mM) and ether (250 ml.). Aluminum chloride (0.18 g., 1.35 mM) is added and the mixture refluxed for 12 hours and then cooled. Water (3.4 ml.), sodium hydroxide (3.4 ml. of 6 N) and water (10 ml.) are then added successively to the reaction mixture. The inorganic salts which precipitate are filtered off and the filtrate is then concentrated in v... Reactants: Br, CCOC(=O)C(CCc1ccccc1)NC1CCC(=O)N2CCC(C(=O)OC(C)(C)C)N2C1=O, CC(=O)O. The product is Br, CCOC(=O)C(CCc1ccccc1)NC1CCC(=O)N2CCC(C(=O)O)N2C1=O. Reaction SMILES: [BrH:35].[CH2:1]([CH3:2])[O:3][C:4](=[O:5])[CH:6]([CH2:7][CH2:8][c:9]1[cH:10][cH:11][cH:12][cH:13][cH:14]1)[NH:15][CH:16]1[CH2:17][CH2:18][C:19](=[O:34])[N:20]2[N:21]([C:22]1=[O:23])[CH:24]([C:27](=[O:28])[O:29][C:30]([CH3:31])([CH3:32])[CH3:33])[CH2:25][CH2:26]2.[CH3:36][C:37](=[O:38])[OH:39]>>[BrH:35].[CH2:1]([CH3:2])[O:3][C:4](=[O:5])[CH:6]([CH2:7][CH2:8][c:9]1[cH:10][cH:11][cH:12][cH:13][cH:14]1)[NH:15][CH:16]1[CH2:17][CH2:18][C:19](=[O:34])[N:20]2[N:21]([C:22]1=[O:23])[CH:24]([C:27](=[O:28])[OH:29])[CH2:25][CH2:26]2.